This data is from the Open Reaction Database (ORD), a public repository of structured organic reaction records. The task is: describe an organic reaction: reactants, conditions, products, and yield Starting materials: C1(=CC=CC=C1)COC(N[C@@H]1CN([C@@H](CC1)C)C1=NC(=NC(=C1)C1=CC(=C(C=C1)C#N)F)N)=O (phenylmethyl{(3S,6R)-1-[2-amino-6-(4-cyano-3-fluorophenyl)-4-pyrimidinyl]-6-methyl-3-piperidinyl}carbamate), NN (hydrazine). Solvent: C(C)O (ethanol). Run at temperature 100 celsius. Yields the product C1(=CC=CC=C1)COC(N[C@@H]1CN([C@@H](CC1)C)C1=NC(=NC(=C1)C1=CC=C2C(=NNC2=C1)N)N)=O (Phenylmethyl{(3S,6R)-1-[2-amino-6-(3-amino-1H-indazol-6-yl)-4-pyrimidinyl]-6-methyl-3-piperidinyl}carbamate). Isolated yield 63.1%. RXN SMILES: [C:1]1([CH2:7][O:8][C:9](=[O:34])[NH:10][C@H:11]2[CH2:16][CH2:15][C@@H:14]([CH3:17])[N:13]([C:18]3[CH:23]=[C:22]([C:24]4[CH:29]=[CH:28][C:27]([C:30]#[N:31])=[C:26](F)[CH:25]=4)[N:21]=[C:20]([NH2:33])[N:19]=3)[CH2:12]2)[CH:6]=[CH:5][CH:4]=[CH:3][CH:2]=1.[NH2:35][NH2:36]>C(O)C>[C:1]1([CH2:7][O:8][C:9](=[O:34])[NH:10][C@H:11]2[CH2:16][CH2:15][C@@H:14]([CH3:17])[N:13]([C:18]3[CH:23]=[C:22]([C:24]4[CH:25]=[C:26]5[C:27]([C:30]([NH2:31])=[N:35][NH:36]5)=[CH:28][CH:29]=4)[N:21]=[C:20]([NH2:33])[N:19]=3)[CH2:12]2)[CH:2]=[CH:3][CH:4]=[CH:5][CH:6]=1. Procedure details: To phenylmethyl{(3S,6R)-1-[2-amino-6-(4-cyano-3-fluorophenyl)-4-pyrimidinyl]-6-methyl-3-piperidinyl}carbamate (57 mg, 0.124 mmol) in ethanol (3 mL) was added hydrazine (0.182 mL, 3.71 mmol) into a 5 mL sealable vial. The solution was then capped and heated at 100° C. overnight. The reaction was then concentrated, re-dissolved in 2 mL of DMSO, and purified on HPLC (HPLC condition: open-access Gilson using Unipoint software with a Varian Polaris 5u C18(2) 100A, 50×30.00 mm 5 micron. 10-minute run ... Reactants: O=C(O)C=Cc1c(F)cccc1Cl, CC(F)(F)c1ccc(Cn2ccc(N)n2)o1. Yields the product CC(F)(F)c1ccc(Cn2ccc(NC(=O)C=Cc3c(F)cccc3Cl)n2)o1. Reaction SMILES: [Cl:17][c:18]1[c:19]([CH:25]=[CH:26][C:27](=[O:28])[OH:29])[c:20]([F:24])[cH:21][cH:22][cH:23]1.[F:1][C:2]([CH3:3])([F:4])[c:5]1[cH:6][cH:7][c:8]([CH2:10][n:11]2[n:12][c:13]([NH2:16])[cH:14][cH:15]2)[o:9]1>>[F:1][C:2]([CH3:3])([F:4])[c:5]1[cH:6][cH:7][c:8]([CH2:10][n:11]2[n:12][c:13]([NH:16][C:27]([CH:26]=[CH:25][c:19]3[c:18]([Cl:17])[cH:23][cH:22][cH:21][c:20]3[F:24])=[O:28])[cH:14][cH:15]2)[o:9]1. Conditions: temperature 0 celsius, time 2 hour. Isolated yield 62.4%. Product: BrC=1C(=NNC1CCSC)C1=CC=CC=C1 (4-Bromo-5-(2-(methylthio)ethyl)-3-phenyl-1H-pyrazole). Procedure details: To a solution of 5-(2-(methylthio)ethyl)-3-phenyl-1H-pyrazole (4.0 g, 18.32 mmol) in methanol (20 mL) was added N-bromosuccinimide (3.26 g, 18.32 mmol) slowly at 0° C. The reaction was stirred at 0° C. for 2 h. The mixture was concentrated and purified by silica gel column chromatography to give the title compound (3.4 g). LCMS m/z=297.0 [M+H]+; 1H NMR (400 MHz, DMSO-d6) δ ppm 2.11 (s, 3H), 2.79 (t, J=7.83 Hz, 2H), 2.83-2.97 (m, 2H), 7.32-7.56 (m, 3H), 7.67-7.88 (m, 2H), 13.20 (bs, 1H). As a reaction SMILES: [CH3:1][S:2][CH2:3][CH2:4][C:5]1[NH:9][N:8]=[C:7]([C:10]2[CH:15]=[CH:14][CH:13]=[CH:12][CH:11]=2)[CH:6]=1.[Br:16]N1C(=O)CCC1=O>CO>[Br:16][C:6]1[C:7]([C:10]2[CH:15]=[CH:14][CH:13]=[CH:12][CH:11]=2)=[N:8][NH:9][C:5]=1[CH2:4][CH2:3][S:2][CH3:1]. Reactants: CSCCC1=CC(=NN1)C1=CC=CC=C1 (5-(2-(methylthio)ethyl)-3-phenyl-1H-pyrazole), BrN1C(CCC1=O)=O (N-bromosuccinimide). Solvent: CO (methanol). Starting materials: C1(CCCCCC1)NC(=S)N (N-cycloheptylthiourea), BrC(C(=O)O)CC (2-bromobutyric acid). Yields the product C1(CCCCCC1)NC=1SC(C(N1)=O)CC (2-(cycloheptylamino)-5-ethyl-1,3-thiazol-4(5H)-one). RXN SMILES: [CH:1]1([NH:8][C:9]([NH2:11])=[S:10])[CH2:7][CH2:6][CH2:5][CH2:4][CH2:3][CH2:2]1.Br[CH:13]([CH2:17][CH3:18])[C:14](O)=[O:15]>>[CH:1]1([NH:8][C:9]2[S:10][CH:13]([CH2:17][CH3:18])[C:14](=[O:15])[N:11]=2)[CH2:7][CH2:6][CH2:5][CH2:4][CH2:3][CH2:2]1. Reported procedure: Synthesis was performed from N-cycloheptylthiourea and 2-bromobutyric acid according to Method C. Starting materials: FC=1C=CC(=C(C=O)C1)O (5-fluoro-2-hydroxybenzaldehyde), C(C=C)#N (acrylonitrile), C1CN2CCN1CC2 (DABCO). Solvent: [OH-].[Na+] (NaOH). The product is FC=1C=C2C=C(COC2=CC1)C#N (6-fluoro-2H-chromene-3-carbonitrile). Isolated yield 288.0%. As a reaction SMILES: [F:1][C:2]1[CH:3]=[CH:4][C:5]([OH:10])=[C:6]([CH:9]=1)[CH:7]=O.[C:11](#[N:14])[CH:12]=[CH2:13].C1N2CCN(CC2)C1>[OH-].[Na+]>[F:1][C:2]1[CH:9]=[C:6]2[C:5](=[CH:4][CH:3]=1)[O:10][CH2:13][C:12]([C:11]#[N:14])=[CH:7]2 |f:3.4|. Reported procedure: A solution of 5-fluoro-2-hydroxybenzaldehyde (1.00 g, 8.92 mmol) and acrylonitrile (9.40 mL, 143 mmol) was refluxed overnight with DABCO (1.00 g, 8.92 mmol). The mixture was cooled and 1 M NaOH (10 mL) was added. The mixture was extracted with EtOAc (20 mL), and the organic layer was dried (MgSO4), filtered, and concentrated. The resulting residue was purified by silica gel chromatography (elution with 10% EtOAc/hexanes) to provide the title compound (4.50 g) as yellow crystals. 1H NMR (300 MHz,... Reactants: COc1cc2c(cc1OC)SCCC(C(=O)N1CCN(C(=O)c3cc(OC)c(OC)c(OC)c3)CC1)=C2, CO, [O-][I+3]([O-])([O-])[O-], [Na+], O. Product: COc1cc2c(cc1OC)S(=O)CCC(C(=O)N1CCN(C(=O)c3cc(OC)c(OC)c(OC)c3)CC1)=C2. RXN SMILES: [CH3:1][O:2][c:3]1[c:4]([O:36][CH3:37])[cH:5][c:6]2[c:7]([cH:35]1)[CH:8]=[C:9]([C:13](=[O:14])[N:15]1[CH2:16][CH2:17][N:18]([C:21]([c:22]3[cH:23][c:24]([O:32][CH3:33])[c:25]([O:30][CH3:31])[c:26]([O:28][CH3:29])[cH:27]3)=[O:34])[CH2:19][CH2:20]1)[CH2:10][CH2:11][S:12]2.[CH3:44][OH:45].[I+3:38]([O-:39])([O-:40])([O-:41])[O-:42].[Na+:43].[OH2:46]>>[CH3:1][O:2][c:3]1[c:4]([O:36][CH3:37])[cH:5][c:6]2[c:7]([cH:35]1)[CH:8]=[C:9]([C:13](=[O:14])[N:15]1[CH2:16][CH2:17][N:18]([C:21]([c:22]3[cH:23][c:24]([O:32][CH3:33])[c:25]([O:30][CH3:31])[c:26]([O:28][CH3:29])[cH:27]3)=[O:34])[CH2:19][CH2:20]1)[CH2:10][CH2:11][S:12]2=[O:39]. Reactants: C=CCBr, [H-], [Na+], [Na+], O=C([O-])O, C=CC(O)C1CCC2(CC1)OCCO2. The product is C=CCOC(C=C)C1CCC2(CC1)OCCO2. As a reaction SMILES: [CH2:17]([CH:18]=[CH2:19])[Br:20].[H-:15].[Na+:16].[Na+:25].[O-:21][C:22]([OH:23])=[O:24].[O:1]1[CH2:2][CH2:3][O:4][C:5]12[CH2:6][CH2:7][CH:8]([CH:11]([CH:12]=[CH2:13])[OH:14])[CH2:9][CH2:10]2>>[O:1]1[CH2:2][CH2:3][O:4][C:5]12[CH2:6][CH2:7][CH:8]([CH:11]([CH:12]=[CH2:13])[O:14][CH2:19][CH:18]=[CH2:17])[CH2:9][CH2:10]2. Reactants: [Li]CCCC, CCOP(=O)(OCC)C(Cc1cccnc1)S(=O)(=O)O, CC(=O)O, [Li], C1CCOC1. The product is CCOP(=O)(OCC)C(O)(Cc1cccnc1)S(=O)(=O)O, [Li]. RXN SMILES: [CH2:22]([Li:23])[CH2:24][CH2:25][CH3:26].[CH2:2]([CH3:3])[O:4][P:5](=[O:6])([CH:7]([CH2:8][c:9]1[cH:10][n:11][cH:12][cH:13][cH:14]1)[S:15](=[O:16])(=[O:17])[OH:18])[O:19][CH2:20][CH3:21].[CH3:27][C:28]([OH:29])=[O:30].[Li:1].[O:31]1[CH2:32][CH2:33][CH2:34][CH2:35]1>>[CH2:2]([CH3:3])[O:4][P:5](=[O:6])([C:7]([CH2:8][c:9]1[cH:10][n:11][cH:12][cH:13][cH:14]1)([S:15](=[O:16])(=[O:17])[OH:18])[OH:29])[O:19][CH2:20][CH3:21].[Li:1]. The product is COC1=CC2=C(C3C(C(O2)=O)C2=C(S3)C=C(C=C2)OC)C=C1 (6a, 11a-Dihydro-3,9-dimethoxy-6-H-[1]benzothieno[3,2-c][1]benzopyran-6-one). The reagents and catalysts are C(C)N(CC)CC (triethylamine). The reactants are COC1=CC2=C(CC(=O)S2)C=C1 (6-methoxythianaphthen-2-one), COC=1C=C(C(C=O)=CC1)O (4-methoxysalicylaldehyde). As a reaction SMILES: [CH3:1][O:2][C:3]1[CH:12]=[CH:11][C:6]2[CH2:7][C:8]([S:10][C:5]=2[CH:4]=1)=[O:9].[CH3:13][O:14][C:15]1[CH:16]=[C:17]([OH:23])[C:18](=[CH:21][CH:22]=1)[CH:19]=O>C(O)C.C(Cl)Cl.C(N(CC)CC)C>[CH3:13][O:14][C:15]1[CH:22]=[CH:21][C:18]2[CH:19]3[S:10][C:5]4[CH:4]=[C:3]([O:2][CH3:1])[CH:12]=[CH:11][C:6]=4[CH:7]3[C:8](=[O:9])[O:23][C:17]=2[CH:16]=1. Solvent: C(C)O (ethanol), C(Cl)Cl (methylene chloride). Procedure: To a stirred solution of 6-methoxythianaphthen-2-one (see Docket B-9459) (20 g, 111 mmol) in a mixture of ethanol (100 mL) and methylene chloride (50 mL) was added 4-methoxysalicylaldehyde (17.5 g, 115 mmol) followed by triethylamine (567 mg, 784 mL, 5.6 mmol) at room temperature. After 30 min, a solid began to precipitate and stirring was continued overnight. The mixture was then diluted with cold hexane (1 L) and filtered to yield 28.7 g (82%) of the title product as an off-white solid, pure b... Conditions: time 30 minute. The yield is 82.3%.